From a dataset of the Open Reaction Database (ORD), a public repository of structured organic reaction records. describe an organic reaction: reactants, conditions, products, and yield The reactants are C([O-])([O-])=O.[Cs+].[Cs+] (Cesium carbonate), C1(=CC=C(C=C1)S(=O)(=O)OCCOS(=O)(=O)C1=CC=C(C=C1)C)C (ethylene glycol bis-p-toluenesulfonate), C(C)(C)(C)OC(=O)N1CCC(CC1)CCC(=O)N1C[C@@H](CCC1)C(N[C@@H](CC(=O)OC)C=1C=NC=C(C1)O)=O (Tert-butyl-4-{3-[(3R)-3-{[(1S)-1-(5-hydroxypyridin-3-yl)-3-methoxy-3-oxopropyl]carbamoyl}piperidin-1-yl]-3-oxopropyl}piperidine-1-carboxylate). The solvent is CN(C=O)C (N,N-dimethylformamide). Conditions: time 2 hour. Product: COC(C[C@@H](C1=CC(=CC=C1)OCCOS(=O)(=O)C1=CC=C(C=C1)C)NC(=O)[C@H]1CN(CCC1)C(CCC1CCN(CC1)C(=O)OC(C)(C)C)=O)=O (tert-butyl 4-{3-[(3R)-3-({(1S)-3-methoxy-1-[3-(2-{[(4-methylphenyl)sulfonyl]oxy}ethoxy)phenyl]-3-oxopropyl}carbamoyl)piperidin-1-yl]-3-oxopropyl}piperidine-1-carboxylat). Yield: 60.0%. Reaction SMILES: [C:1]([O:5][C:6]([N:8]1[CH2:13][CH2:12][CH:11]([CH2:14][CH2:15][C:16]([N:18]2[CH2:23][CH2:22][CH2:21][C@@H:20]([C:24](=[O:39])[NH:25][C@H:26]([C:32]3[CH:33]=N[CH:35]=[C:36]([OH:38])[CH:37]=3)[CH2:27][C:28]([O:30][CH3:31])=[O:29])[CH2:19]2)=[O:17])[CH2:10][CH2:9]1)=[O:7])([CH3:4])([CH3:3])[CH3:2].[C:40](=O)([O-])[O-].[Cs+].[Cs+].[C:46]1([CH3:69])[CH:51]=[CH:50][C:49]([S:52]([O:55][CH2:56][CH2:57]OS(C2C=CC(C)=CC=2)(=O)=O)(=[O:54])=[O:53])=[CH:48][CH:47]=1>CN(C)C=O>[CH3:31][O:30][C:28](=[O:29])[CH2:27][C@H:26]([NH:25][C:24]([C@@H:20]1[CH2:21][CH2:22][CH2:23][N:18]([C:16](=[O:17])[CH2:15][CH2:14][CH:11]2[CH2:10][CH2:9][N:8]([C:6]([O:5][C:1]([CH3:3])([CH3:2])[CH3:4])=[O:7])[CH2:13][CH2:12]2)[CH2:19]1)=[O:39])[C:32]1[CH:33]=[CH:40][CH:35]=[C:36]([O:38][CH2:57][CH2:56][O:55][S:52]([C:49]2[CH:48]=[CH:47][C:46]([CH3:69])=[CH:51][CH:50]=2)(=[O:53])=[O:54])[CH:37]=1 |f:1.2.3|. Procedure: Tert-butyl-4-{3-[(3R)-3-{[(1S)-1-(5-hydroxypyridin-3-yl)-3-methoxy-3-oxopropyl]carbamoyl}piperidin-1-yl]-3-oxopropyl}piperidine-1-carboxylate (example 4e, 80 mg, 0.15 mmol) was dissolved in N,N-dimethylformamide (20 mL). Cesium carbonate (120 mg, 0.37 mmol) and ethylene glycol bis-p-toluenesulfonate (81 mg, 0.22 mmol) were added. The mixture was stirred at room temperature for 2 hours, quenched by addition of saturated aqueous ammonium chloride solution and extracted with ethyl acetate. The comb... Reaction SMILES: [CH3:38][S:39]([OH:40])(=[O:41])=[O:42].[CH3:43][CH2:44][OH:45].[NH2:1][c:2]1[cH:3][c:4](-[n:10]2[cH:11][c:12]([C:35](=[O:36])[OH:37])[c:13](=[O:34])[c:14]3[cH:15][c:16]([F:33])[c:17]([N:20]4[CH2:21][CH:22]([NH:25][C:26]([CH:27]([NH2:28])[CH:29]([CH3:30])[CH3:31])=[O:32])[CH2:23][CH2:24]4)[n:18][c:19]23)[c:5]([F:9])[cH:6][c:7]1[F:8]>>[CH3:38][S:39](=[O:40])(=[O:41])[OH:42].[NH2:1][c:2]1[cH:3][c:4](-[n:10]2[cH:11][c:12]([C:35](=[O:36])[OH:37])[c:13](=[O:34])[c:14]3[cH:15][c:16]([F:33])[c:17]([N:20]4[CH2:21][CH:22]([NH:25][C:26]([CH:27]([NH2:28])[CH:29]([CH3:30])[CH3:31])=[O:32])[CH2:23][CH2:24]4)[n:18][c:19]23)[c:5]([F:9])[cH:6][c:7]1[F:8]. The product is CS(=O)(=O)O, CC(C)C(N)C(=O)NC1CCN(c2nc3c(cc2F)c(=O)c(C(=O)O)cn3-c2cc(N)c(F)cc2F)C1. The reactants are CS(=O)(=O)O, CCO, CC(C)C(N)C(=O)NC1CCN(c2nc3c(cc2F)c(=O)c(C(=O)O)cn3-c2cc(N)c(F)cc2F)C1. Conditions: time 3 hour. Procedure details: A mixture of 2-methyl-7-[N-(Cl-cyclopropylethoxy)-carbonyl-2-(5,6-dihydro-2H-pyran-3-yl)glycyl]amino-3-cephem-4-carboxylic acid (3.0 g) and formic acid (20 ml) was stirred for 3 hours at room temperature. After the reaction was completed, formic acid was removed from the reaction mixture under reduced pressure at room temperature. The residue was pulverized with acetonitrile and the powder was collected by filtration. The powder was in turn washed with acetonitrile and water, and dried to give 2... RXN SMILES: [CH3:1][CH:2]1[CH:7]=[C:6]([C:8]([OH:10])=[O:9])[N:5]2[C:11](=[O:32])[CH:12]([NH:13][C:14](=[O:31])[CH:15]([C:23]3[C:24](=C=O)[O:25][CH2:26][CH2:27][CH:28]=3)[NH:16]OC(C3CC3)C)[C@H:4]2[S:3]1>C(O)=O>[CH3:1][CH:2]1[CH:7]=[C:6]([C:8]([OH:10])=[O:9])[N:5]2[C:11](=[O:32])[CH:12]([NH:13][C:14](=[O:31])[CH:15]([C:23]3[CH2:24][O:25][CH2:26][CH2:27][CH:28]=3)[NH2:16])[C@H:4]2[S:3]1. Product: CC1S[C@H]2N(C(=C1)C(=O)O)C(C2NC(C(N)C=2COCCC2)=O)=O (2-methyl-7-[2-(5,6-dihydro-2H-pyran-3-yl)glycyl]amino-3-cephem-4-carboxylic acid). Run in C(=O)O (formic acid). Isolated yield 96.2%. Starting materials: CC1S[C@H]2N(C(=C1)C(=O)O)C(C2NC(C(NOC(C)C2CC2)C=2C(OCCC2)=C=O)=O)=O (2-methyl-7-[N-(Cl-cyclopropylethoxy)-carbonyl-2-(5,6-dihydro-2H-pyran-3-yl)glycyl]amino-3-cephem-4-carboxylic acid). Starting materials: C(C)(C)(C)OC(=O)N1[C@@H](CC(CC1)=O)C(=O)O ((S)-1-(tert-butoxycarbonyl)-4-oxopiperidine-2-carboxylic acid), B.O1CCCC1 (Borane tetrahydrofuran). Run in O1CCCC1 (tetrahydrofuran), O1CCCC1 (tetrahydrofuran). Conditions: time 3 hour. Product: OC1C[C@H](N(CC1)C(=O)OC(C)(C)C)CO ((2S)-tert-butyl 4-hydroxy-2-(hydroxymethyl)piperidine-1-carboxylate). Reaction SMILES: [C:1]([O:5][C:6]([N:8]1[CH2:13][CH2:12][C:11](=[O:14])[CH2:10][C@H:9]1[C:15](O)=[O:16])=[O:7])([CH3:4])([CH3:3])[CH3:2].B.O1CCCC1>O1CCCC1>[OH:14][CH:11]1[CH2:12][CH2:13][N:8]([C:6]([O:5][C:1]([CH3:2])([CH3:3])[CH3:4])=[O:7])[C@H:9]([CH2:15][OH:16])[CH2:10]1 |f:1.2|. Reported procedure: A solution of (S)-1-(tert-butoxycarbonyl)-4-oxopiperidine-2-carboxylic acid (5 g, 20.55 mmol) in tetrahydrofuran (100 mL) under nitrogen was cooled in an ice bath. 1N Borane-tetrahydrofuran in tetrahydrofuran (61.7 mL, 61.7 mmol) was added dropwise over 25 minutes and the mixture was stirred at room temperature for 3 hours, cooled to 0° C. and quenched with 10 mL water. Potassium carbonate (5 g) was added and the mixture was stirred overnight at room temperature, and partitioned between water an...